From a dataset of the Open Reaction Database (ORD), a public repository of structured organic reaction records. describe an organic reaction: reactants, conditions, products, and yield Procedure details: 156 mg of 6-(3-chloro-1-propinyl)-beta-carboline-3-carboxylic-acid-ethylester is stirred together with 85 mg of piperidine and 76 mg of 1.5-diazabicyclo-[5.4.0]undec-5-ene in 10 ml of absolute ethanol under nitrogen and exclusion of water for 11/2 h at 60° C. After evaporation, the residue is chromatographed on 25 g of silica gel with methylene-chloride/methanol (10/2) as the eluant. 51 mg of 6-[3-(1-piperidinyl)-1-propinyl]-beta-carboline-3-carboxylic-acid-ethylester is obtained. RXN SMILES: [CH2:1]([O:3][C:4]([C:6]1[N:7]=[CH:8][C:9]2[NH:10][C:11]3[C:16]([C:17]=2[CH:18]=1)=[CH:15][C:14]([C:19]#[C:20][CH2:21]Cl)=[CH:13][CH:12]=3)=[O:5])[CH3:2].[NH:23]1[CH2:28][CH2:27][CH2:26][CH2:25][CH2:24]1.N12CCCCC1C=NCCC2.O>C(O)C>[CH2:1]([O:3][C:4]([C:6]1[N:7]=[CH:8][C:9]2[NH:10][C:11]3[C:16]([C:17]=2[CH:18]=1)=[CH:15][C:14]([C:19]#[C:20][CH2:21][N:23]1[CH2:28][CH2:27][CH2:26][CH2:25][CH2:24]1)=[CH:13][CH:12]=3)=[O:5])[CH3:2]. The yield is 28.3%. Run in C(C)O (ethanol). The product is C(C)OC(=O)C=1N=CC=2NC3=CC=C(C=C3C2C1)C#CCN1CCCCC1 (6-[3-(1-piperidinyl)-1-propinyl]-beta-carboline-3-carboxylic-acid-ethylester). Starting materials: O (water), C(C)OC(=O)C=1N=CC=2NC3=CC=C(C=C3C2C1)C#CCCl (6-(3-chloro-1-propinyl)-beta-carboline-3-carboxylic-acid-ethylester), N1CCCCC1 (piperidine), N12CCCN=CC2CCCC1 (1.5-diazabicyclo-[5.4.0]undec-5-ene). Starting materials: O=C1CCC(=O)N1I, COC(=O)c1nccnc1N, [Na+], [Na+], CN(C)C=O, O=S([O-])([O-])=S. Yields the product COC(=O)c1nc(I)cnc1N. Reaction SMILES: [I:12][N:13]1[C:14](=[O:15])[CH2:16][CH2:17][C:18]1=[O:19].[NH2:1][c:2]1[c:3]([C:8](=[O:9])[O:10][CH3:11])[n:4][cH:5][cH:6][n:7]1.[Na+:25].[Na+:26].[O:27]=[CH:28][N:29]([CH3:30])[CH3:31].[S:20]([O-:21])([O-:22])(=[O:23])=[S:24]>>[NH2:1][c:2]1[c:3]([C:8](=[O:9])[O:10][CH3:11])[n:4][c:5]([I:12])[cH:6][n:7]1. Reactants: BrC=1C=C(C=NC1)OC[C@H]1N(CCC1)C (5-bromo-3-(1-methyl-2-(S)-pyrrolidinylmethoxy)-pyridine), C1(=CC=CC=C1)CCCC#C (5-phenyl-1-pentyne), C([O-])(O)=O.[Na+] (sodium bicarbonate), O (Water). Reagents/catalysts: Cl[Pd]([P](C1=CC=CC=C1)(C2=CC=CC=C2)C3=CC=CC=C3)([P](C4=CC=CC=C4)(C5=CC=CC=C5)C6=CC=CC=C6)Cl (bis(triphenylphosphine)palladium(II) chloride), [Cu]I (copper (I) iodide). Solvent: C(Cl)Cl (CH2Cl2), CCN(CC)CC (NEt3). Yields the product C1(=CC=CC=C1)CCCC#CC=1C=C(C=NC1)OC[C@H]1N(CCC1)C (5-(5-Phenyl-1-pentynyl)-3-(1-methyl-2-(S)-pyrrolidinylmethoxy)pyridine). Yield: 81.9%. As a reaction SMILES: Br[C:2]1[CH:3]=[C:4]([O:8][CH2:9][C@@H:10]2[CH2:14][CH2:13][CH2:12][N:11]2[CH3:15])[CH:5]=[N:6][CH:7]=1.[C:16]1([CH2:22][CH2:23][CH2:24][C:25]#[CH:26])[CH:21]=[CH:20][CH:19]=[CH:18][CH:17]=1.O.C(=O)(O)[O-].[Na+]>C(Cl)Cl.CCN(CC)CC.Cl[Pd](Cl)([P](C1C=CC=CC=1)(C1C=CC=CC=1)C1C=CC=CC=1)[P](C1C=CC=CC=1)(C1C=CC=CC=1)C1C=CC=CC=1.[Cu]I>[C:16]1([CH2:22][CH2:23][CH2:24][C:25]#[C:26][C:2]2[CH:3]=[C:4]([O:8][CH2:9][C@@H:10]3[CH2:14][CH2:13][CH2:12][N:11]3[CH3:15])[CH:5]=[N:6][CH:7]=2)[CH:21]=[CH:20][CH:19]=[CH:18][CH:17]=1 |f:3.4,^1:45,64|. Procedure details: To a solution of 5-bromo-3-(1-methyl-2-(S)-pyrrolidinylmethoxy)-pyridine (408 mg, 1.50 mmol), bis(triphenylphosphine)palladium(II) chloride (21 mg, 0.029 mmol) and copper (I) iodide (5 mg, 0.029 mmol) in CH2Cl2 (3.0 mL) and NEt3 (1.0 mL) was added 5-phenyl-1-pentyne (324 mg, 2.25 mmol). The mixture was refluxed overnight then cooled to room temperature. Water (2 mL) was added, and solid sodium bicarbonate was added until the aqueous layer was saturated. The mixture was extracted with EtOAc, whic... Starting materials: ClCCl, CC(=O)Cl, CC1(C)CC2C3Cc4ccc(O)cc4C2(CCN3CC2CC2)CO1, Cl, c1ccncc1. Yields the product CC(=O)Oc1ccc2c(c1)C13CCN(CC4CC4)C(C2)C1CC(C)(C)OC3. Reaction SMILES: [CH2:36]([Cl:37])[Cl:38].[CH3:26][C:27]([Cl:28])=[O:29].[CH:2]1([CH2:5][N:6]2[CH:7]3[CH:8]4[CH2:9][C:10]([CH3:24])([CH3:25])[O:11][CH2:12][C:13]4([c:14]4[cH:15][c:16]([OH:21])[cH:17][cH:18][c:19]4[CH2:20]3)[CH2:22][CH2:23]2)[CH2:3][CH2:4]1.[ClH:1].[cH:30]1[cH:31][cH:32][n:33][cH:34][cH:35]1>>[CH:2]1([CH2:5][N:6]2[CH:7]3[CH:8]4[CH2:9][C:10]([CH3:24])([CH3:25])[O:11][CH2:12][C:13]4([c:14]4[cH:15][c:16]([O:21][C:27]([CH3:26])=[O:29])[cH:17][cH:18][c:19]4[CH2:20]3)[CH2:22][CH2:23]2)[CH2:3][CH2:4]1.